This data is from the Open Reaction Database (ORD), a public repository of structured organic reaction records. The task is: describe an organic reaction: reactants, conditions, products, and yield The reactants are BrC1=CC=C(C(=N1)C1=CCC(CC1)(C)C)NC(=O)C=1NC(=CN1)C#N (5-cyano-1H-imidazole-2-carboxylic acid [6-bromo-2-(4,4-dimethyl-cyclohex-1-enyl)-pyridin-3-yl]-amide), C1(CCCC1)=O (cyclopentanone). Product: CC1(CC=C(CC1)C1=NC(=CC=C1NC(=O)C=1NC=C(N1)C#N)C1(CCCC1)O)C (4-Cyano-1H-imidazole-2-carboxylic acid [2-(4,4-dimethyl-cyclohex-1-enyl)-6-(1-hydroxy-cyclopentyl)-pyridin-3-yl]-amide). As a reaction SMILES: Br[C:2]1[N:7]=[C:6]([C:8]2[CH2:13][CH2:12][C:11]([CH3:15])([CH3:14])[CH2:10][CH:9]=2)[C:5]([NH:16][C:17]([C:19]2[NH:20][C:21]([C:24]#[N:25])=[CH:22][N:23]=2)=[O:18])=[CH:4][CH:3]=1.[C:26]1(=[O:31])[CH2:30][CH2:29][CH2:28][CH2:27]1>>[CH3:14][C:11]1([CH3:15])[CH2:12][CH2:13][C:8]([C:6]2[C:5]([NH:16][C:17]([C:19]3[NH:23][CH:22]=[C:21]([C:24]#[N:25])[N:20]=3)=[O:18])=[CH:4][CH:3]=[C:2]([C:26]3([OH:31])[CH2:30][CH2:29][CH2:28][CH2:27]3)[N:7]=2)=[CH:9][CH2:10]1. Reported procedure: The title compound is prepared from 5-cyano-1H-imidazole-2-carboxylic acid [6-bromo-2-(4,4-dimethyl-cyclohex-1-enyl)-pyridin-3-yl]-amide (as prepared in the previous step) and cyclopentanone according to the procedure in Example 1, step (h). The reactants are C1CCOC1, CS(=O)(=O)c1nccc(-c2cc3cn[nH]c3nc2-c2cccc(C(F)(F)F)c2)n1, NCC1CC1. The product is FC(F)(F)c1cccc(-c2nc3[nH]ncc3cc2-c2ccnc(NCC3CC3)n2)c1. RXN SMILES: [CH2:35]1[O:36][CH2:37][CH2:38][CH2:39]1.[CH3:1][S:2](=[O:3])(=[O:4])[c:5]1[n:6][cH:7][cH:8][c:9](-[c:11]2[cH:12][c:13]3[c:14]([n:15][c:16]2-[c:17]2[cH:18][c:19]([C:23]([F:24])([F:25])[F:26])[cH:20][cH:21][cH:22]2)[nH:27][n:28][cH:29]3)[n:10]1.[CH:30]1([CH2:33][NH2:34])[CH2:31][CH2:32]1>>[c:5]1([NH:34][CH2:33][CH:30]2[CH2:31][CH2:32]2)[n:6][cH:7][cH:8][c:9](-[c:11]2[cH:12][c:13]3[c:14]([n:15][c:16]2-[c:17]2[cH:18][c:19]([C:23]([F:24])([F:25])[F:26])[cH:20][cH:21][cH:22]2)[nH:27][n:28][cH:29]3)[n:10]1. Starting materials: CS(C)=O, FC(F)(F)I, [Fe+2], OO, O=S(=O)(O)O, O=S(=O)([O-])[O-], Cn1cnc2c1c(=O)[nH]c(=O)n2C. Yields the product Cn1c(C(F)(F)F)nc2c1c(=O)[nH]c(=O)n2C. As a reaction SMILES: [CH3:32][S:33](=[O:34])[CH3:35].[F:19][C:20]([F:21])([F:22])[I:23].[Fe+2:31].[OH:24][OH:25].[S:14](=[O:15])(=[O:16])([OH:17])[OH:18].[S:26]([O-:27])([O-:28])(=[O:29])=[O:30].[nH:1]1[c:2](=[O:3])[n:4]([CH3:5])[c:6]2[n:7][cH:8][n:9]([CH3:10])[c:11]2[c:12]1=[O:13]>>[nH:1]1[c:2](=[O:3])[n:4]([CH3:5])[c:6]2[n:7][c:8]([C:20]([F:19])([F:21])[F:22])[n:9]([CH3:10])[c:11]2[c:12]1=[O:13]. Starting materials: N1=CC=CC=C1 (Pyridine), resultant mixture, CC1=C(OCC#N)C=CC(=C1N)Cl ((2-methyl-3-amino-4-chlorophenoxy)acetonitrile), CS(=O)(=O)Cl (methanesulfonyl chloride), resultant solution. Solvent: C1(=CC=CC=C1)C (toluene). Run at time 24 hour. Yields the product ClC1=CC=C(C(=C1NS(=O)(=O)C)C)OCC#N (N-(6-chloro-3-cyanomethoxy-2-methylphenyl)-methanesulfonamide). The yield is 64.7%. As a reaction SMILES: [CH3:1][C:2]1[C:11]([NH2:12])=[C:10]([Cl:13])[CH:9]=[CH:8][C:3]=1[O:4][CH2:5][C:6]#[N:7].[CH3:14][S:15](Cl)(=[O:17])=[O:16].N1C=CC=CC=1>C1(C)C=CC=CC=1>[Cl:13][C:10]1[C:11]([NH:12][S:15]([CH3:14])(=[O:17])=[O:16])=[C:2]([CH3:1])[C:3]([O:4][CH2:5][C:6]#[N:7])=[CH:8][CH:9]=1. Reported procedure: To a solution of crude (2-methyl-3-amino-4-chlorophenoxy)acetonitrile (11.53 g) in toluene (PhMe) (60 mL) was added methanesulfonyl chloride (MsCl) (4.5 mL, 6.7 g) and the resultant solution was warmed to 35-40° C. Pyridine (py) (4.7 mL, 4.6 g) was then added slowly over 2 h. The resultant mixture was permitted to cool to ambient temperature and stirred for 24 h. The crude product mixture was then partitioned between 1N hydrochloric acid (100 mL), and a mixture of ethyl acetate (300 mL) and tetr...